From a dataset of the Open Reaction Database (ORD), a public repository of structured organic reaction records. describe an organic reaction: reactants, conditions, products, and yield Reactants: N1=CC(=CC=C1)C=CC(=O)O (3-(3-pyridyl)-acrylic acid), C(C(=O)Cl)(=O)Cl (oxalyl chloride), O=C1N(C(C2=C3C(C=CC=C13)=CC=C2)=O)CCCCCCN (6-(1,3-dioxo-1H, 3H-benzo[de]isoquinolin-2-yl)-hexylamine). The product is O=C1N(C(C2=C3C(C=CC=C13)=CC=C2)=O)CCCCCCNC(C=CC=2C=NC=CC2)=O (N-[6-(1,3-dioxo-1H,3H-benzo [de]isoquinolin-2-yl)-hexyl]-3-pyridin-3-yl-acrylamide). RXN SMILES: [N:1]1[CH:6]=[CH:5][CH:4]=[C:3]([CH:7]=[CH:8][C:9]([OH:11])=O)[CH:2]=1.C(Cl)(=O)C(Cl)=O.[O:18]=[C:19]1[C:28]2[C:23]3[C:24](=[CH:29][CH:30]=[CH:31][C:22]=3[C:21](=[O:32])[N:20]1[CH2:33][CH2:34][CH2:35][CH2:36][CH2:37][CH2:38][NH2:39])[CH:25]=[CH:26][CH:27]=2>>[O:18]=[C:19]1[C:28]2[C:23]3[C:24](=[CH:29][CH:30]=[CH:31][C:22]=3[C:21](=[O:32])[N:20]1[CH2:33][CH2:34][CH2:35][CH2:36][CH2:37][CH2:38][NH:39][C:9](=[O:11])[CH:8]=[CH:7][C:3]1[CH:2]=[N:1][CH:6]=[CH:5][CH:4]=1)[CH:25]=[CH:26][CH:27]=2. Reported procedure: Batch size: 5.3 g (35.5 mmol) 3-(3-pyridyl)-acrylic acid, 12.4 g (97.9 mmol) oxalyl chloride and 8.6 g (32.6 mmol) 6-(1,3-dioxo-1H, 3H-benzo[de]isoquinolin-2-yl)-hexylamine. Starting materials: OC=1C=C(C=CC1)C1=C(C=NC2=C(C=CC=C12)C(F)(F)F)C(=O)C1=CC=CC=C1 ([4-(3-hydroxyphenyl)-8-(trifluoromethyl)quinolin-3-yl](phenyl)methanone), BrCC1CCCCC1 (Bromomethyl-cyclohexane). Procedure details: The title compound was prepared from [4-(3-hydroxyphenyl)-8-(trifluoromethyl)quinolin-3-yl](phenyl)methanone and Bromomethyl-cyclohexane following the procedure of Example 478: MS (ES) m/z 490.3. Reaction SMILES: [OH:1][C:2]1[CH:3]=[C:4]([C:8]2[C:17]3[C:12](=[C:13]([C:18]([F:21])([F:20])[F:19])[CH:14]=[CH:15][CH:16]=3)[N:11]=[CH:10][C:9]=2[C:22]([C:24]2[CH:29]=[CH:28][CH:27]=[CH:26][CH:25]=2)=[O:23])[CH:5]=[CH:6][CH:7]=1.Br[CH2:31][CH:32]1[CH2:37][CH2:36][CH2:35][CH2:34][CH2:33]1>>[CH:32]1([CH2:31][O:1][C:2]2[CH:3]=[C:4]([C:8]3[C:17]4[C:12](=[C:13]([C:18]([F:21])([F:19])[F:20])[CH:14]=[CH:15][CH:16]=4)[N:11]=[CH:10][C:9]=3[C:22]([C:24]3[CH:25]=[CH:26][CH:27]=[CH:28][CH:29]=3)=[O:23])[CH:5]=[CH:6][CH:7]=2)[CH2:37][CH2:36][CH2:35][CH2:34][CH2:33]1. The product is C1(CCCCC1)COC=1C=C(C=CC1)C1=C(C=NC2=C(C=CC=C12)C(F)(F)F)C(=O)C1=CC=CC=C1 ([4-[3-(CYCLOHEXYLMETHOXY)PHENYL]-8-(TRIFLUOROMETHYL)QUINOLIN-3-YL](PHENYL)-METHANONE). Starting materials: CC(C)(C)OC(=O)Nc1csc(Br)c1NC(=O)OC(C)(C)C, O=C([O-])[O-], COCCOC, [Na+], [Na+], O, OB(O)c1ccccc1, [Pd], c1ccc(P(c2ccccc2)c2ccccc2)cc1, c1ccc(P(c2ccccc2)c2ccccc2)cc1, c1ccc(P(c2ccccc2)c2ccccc2)cc1, c1ccc(P(c2ccccc2)c2ccccc2)cc1. The product is CC(C)(C)OC(=O)Nc1csc(-c2ccccc2)c1NC(=O)OC(C)(C)C. RXN SMILES: [C:1]([CH3:2])([CH3:3])([CH3:4])[O:5][C:6]([NH:7][c:8]1[c:9]([Br:21])[s:10][cH:11][c:12]1[NH:13][C:14](=[O:15])[O:16][C:17]([CH3:18])([CH3:19])[CH3:20])=[O:22].[C:33](=[O:34])([O-:35])[O-:36].[CH3:39][O:40][CH2:41][CH2:42][O:43][CH3:44].[Na+:37].[Na+:38].[OH2:32].[OH:23][B:24]([OH:25])[c:26]1[cH:27][cH:28][cH:29][cH:30][cH:31]1.[Pd:45].[c:103]1([P:104]([c:105]2[cH:106][cH:107][cH:108][cH:109][cH:110]2)[c:111]2[cH:112][cH:113][cH:114][cH:115][cH:116]2)[cH:117][cH:118][cH:119][cH:120][cH:121]1.[c:46]1([P:47]([c:48]2[cH:49][cH:50][cH:51][cH:52][cH:53]2)[c:54]2[cH:55][cH:56][cH:57][cH:58][cH:59]2)[cH:60][cH:61][cH:62][cH:63][cH:64]1.[c:65]1([P:66]([c:67]2[cH:68][cH:69][cH:70][cH:71][cH:72]2)[c:73]2[cH:74][cH:75][cH:76][cH:77][cH:78]2)[cH:79][cH:80][cH:81][cH:82][cH:83]1.[c:84]1([P:85]([c:86]2[cH:87][cH:88][cH:89][cH:90][cH:91]2)[c:92]2[cH:93][cH:94][cH:95][cH:96][cH:97]2)[cH:98][cH:99][cH:100][cH:101][cH:102]1>>[C:1]([CH3:2])([CH3:3])([CH3:4])[O:5][C:6]([NH:7][c:8]1[c:9](-[c:26]2[cH:27][cH:28][cH:29][cH:30][cH:31]2)[s:10][cH:11][c:12]1[NH:13][C:14](=[O:15])[O:16][C:17]([CH3:18])([CH3:19])[CH3:20])=[O:22]. Reactants: ClC1=C(C=CC=C1Cl)CC(C#N)C#N ([(2,3-dichlorophenyl)methyl]propanedinitrile), O.NN (hydrazine hydrate). Solvent: C(C)O (Ethanol). Yields the product ClC1=C(C=CC=C1Cl)CC=1C(=NNC1N)N (4-[(2,3-dichlorophenyl)methyl]-1H-pyrazole-3,5-diamine). Isolated yield 46.8%. Reaction SMILES: [Cl:1][C:2]1[C:7]([Cl:8])=[CH:6][CH:5]=[CH:4][C:3]=1[CH2:9][CH:10]([C:13]#[N:14])[C:11]#[N:12].O.[NH2:16][NH2:17]>C(O)C>[Cl:1][C:2]1[C:7]([Cl:8])=[CH:6][CH:5]=[CH:4][C:3]=1[CH2:9][C:10]1[C:11]([NH2:12])=[N:16][NH:17][C:13]=1[NH2:14] |f:1.2|. Reported procedure: To a mixture of malononitrile (2.64 g, 40 mmol) in 95% Ethanol (50 mL) was added 2,3-dichlorobenzaldehyde (7.00 g, 40.0 mmol). The reaction was stirred at rt for 18 h. EtOH (20 mL) was added and the mixture was stirred at rt for 20 min and cooled to 0° C. in an ice bath. Sodium borohydride (0.424 g, 11.20 mmol) was introduced to the vigorously stirred mixture and the reduction was complete in about 10 min. To the reaction mixture was added water (40 mL). 1N HCl was added in to quench the excess ... Starting materials: C(C)(C)(C)OC(=O)N1CC=2C(=NNC2CCC1)C1=CC=C(C=C1)Cl (3-(4-chloro-phenyl)-4,6,7,8-tetrahydro-1H-1,2,5-triaza-azulene-5-carboxylic acid tert-butyl ester), FC=1C=C(CBr)C=CC1C (3-fluoro-4-methylbenzyl bromide). The product is ClC1=CC=C(C=C1)C1=NN(C=2CCCNCC12)CC1=CC(=C(C=C1)C)F (3-(4-Chloro-phenyl)-1-(3-fluoro-4-methyl-benzyl)-1,4,5,6,7,8-hexahydro-1,2,5-triaza-azulene). Yield: 1.9%. RXN SMILES: C(OC([N:8]1[CH2:17][CH2:16][CH2:15][C:14]2[NH:13][N:12]=[C:11]([C:18]3[CH:23]=[CH:22][C:21]([Cl:24])=[CH:20][CH:19]=3)[C:10]=2[CH2:9]1)=O)(C)(C)C.[F:25][C:26]1[CH:27]=[C:28]([CH:31]=[CH:32][C:33]=1[CH3:34])[CH2:29]Br>>[Cl:24][C:21]1[CH:20]=[CH:19][C:18]([C:11]2[C:10]3[CH2:9][NH:8][CH2:17][CH2:16][CH2:15][C:14]=3[N:13]([CH2:29][C:28]3[CH:31]=[CH:32][C:33]([CH3:34])=[C:26]([F:25])[CH:27]=3)[N:12]=2)=[CH:23][CH:22]=1. Reported procedure: The title compound (0.002 g) was prepared from 3-(4-chloro-phenyl)-4,6,7,8-tetrahydro-1H-1,2,5-triaza-azulene-5-carboxylic acid tert-butyl ester (Example 59, Step C, 0.1 g) using 3-fluoro-4-methylbenzyl bromide (0.09 g) in place of benzyl chloride in Example 59, Step D. MS (ESI): exact mass calculated for C21H21ClFN3, 369.14. found, m/z 370.1 [M+H]+. 1H NMR (500 MHz, CD3OD): 7.49-7.43 (m, 4H), 7.19 (t, J=7.9 Hz, 1H), 6.88-6.80 (m, 2H), 5.34 (s, 2H), 3.88 (s, 2H), 3.16-3.13 (m, 2H), 2.87-2.85 (m,...